This data is from the Open Reaction Database (ORD), a public repository of structured organic reaction records. The task is: describe an organic reaction: reactants, conditions, products, and yield Reaction SMILES: [CH3:1][C:2]1[CH:7]=[CH:6][CH:5]=[C:4]([CH3:8])[C:3]=1[NH:9][CH:10]=O.[ClH:12]>O1CCCC1>[ClH:12].[CH3:10][NH:9][C:3]1[C:4]([CH3:8])=[CH:5][CH:6]=[CH:7][C:2]=1[CH3:1] |f:3.4|. Run in O1CCCC1 (tetrahydrofuran), ice methanol, O1CCCC1 (tetrahydrofuran). Product: Cl.CNC1=C(C=CC=C1C)C (N,2,6-trimethylaniline hydrochloride). Procedure details: A suspension of 125.6 g. of 2,6-dimethylformanilide in 1100 ml. of dry tetrahydrofuran is cooled to 0° C. in ice-methanol. To this with constant stirring is added dropwise over a period of 3 hours 1125 ml. of 0.96 M BH3 in tetrahydrofuran. This is then allowed to warm gradually to room temperature and then heated slowly to reflux. Refluxing is maintained for 6 hours and then stirred at room temperature another 15 hours. The reaction mixture is then cooled in ice and acidified with 425 ml. of 6 N... Starting materials: CC1=C(C(=CC=C1)C)NC=O (2,6-dimethylformanilide), Cl (HCl). Reactants: C([O-])(O)=O.[Na+] (Sodium bicarbonate), C(=O)C=1SC=C(N1)C(=O)OCC (ethyl 2-formyl-1,3-thiazole-4-carboxylate), N1CCOCC1 (morpholine), C(C)(=O)O[BH-](OC(C)=O)OC(C)=O.[Na+] (Sodium triacetoxyborohydride). The solvent is C(Cl)Cl (DCM), C(Cl)Cl (DCM), CO (methanol), CO (methanol). Run at time 3 hour. The product is N1(CCOCC1)CC=1SC=C(N1)C(=O)OCC (Ethyl 2-(4-morpholinylmethyl)-1,3-thiazole-4-carboxylate). As a reaction SMILES: [CH:1]([C:3]1[S:4][CH:5]=[C:6]([C:8]([O:10][CH2:11][CH3:12])=[O:9])[N:7]=1)=O.[NH:13]1[CH2:18][CH2:17][O:16][CH2:15][CH2:14]1.C(O[BH-](OC(=O)C)OC(=O)C)(=O)C.[Na+].C(=O)(O)[O-].[Na+]>C(Cl)Cl.CO>[N:13]1([CH2:1][C:3]2[S:4][CH:5]=[C:6]([C:8]([O:10][CH2:11][CH3:12])=[O:9])[N:7]=2)[CH2:18][CH2:17][O:16][CH2:15][CH2:14]1 |f:2.3,4.5|. Reported procedure: To a solution of ethyl 2-formyl-1,3-thiazole-4-carboxylate (315 mg) in anhydrous DCM (25 ml) was added morpholine (0.164 ml) and the mixture stirred under nitrogen for 3 h at RT. Sodium triacetoxyborohydride (759 mg) was added and the mixture stirred at RT for 16 h. Sodium bicarbonate (50 ml) and DCM (50 ml) were added and the aqueous layer was extracted with DCM (2×25 ml) using a hydrophobic frit. The solvent was removed in vacuo, the residue was dissolved in DCM (5 ml) and purified by chromato... Starting materials: C(C)(C)(C)OC(=O)N1CC(OCC1)C1=NC(=NO1)C1=CC=C(C=C1)F (2-[3-(4-Fluoro-phenyl)-[1,2,4]oxadiazol-5-yl]-morpholine-4-carboxylic acid tert-butyl ester), Cl (HCl). Run in ClCCl (dichloromethane). Conditions: time 2 hour. Yields the product Cl.FC1=CC=C(C=C1)C1=NOC(=N1)C1CNCCO1 (2-[3-(4-fluoro-phenyl)-[1,2,4]oxadiazol-5-yl]-morpholine hydrochloride). Isolated yield 100.0%. Reaction SMILES: C(OC([N:8]1[CH2:13][CH2:12][O:11][CH:10]([C:14]2[O:18][N:17]=[C:16]([C:19]3[CH:24]=[CH:23][C:22]([F:25])=[CH:21][CH:20]=3)[N:15]=2)[CH2:9]1)=O)(C)(C)C.[ClH:26]>ClCCl>[ClH:26].[F:25][C:22]1[CH:23]=[CH:24][C:19]([C:16]2[N:15]=[C:14]([CH:10]3[O:11][CH2:12][CH2:13][NH:8][CH2:9]3)[O:18][N:17]=2)=[CH:20][CH:21]=1 |f:3.4|. Procedure details: 2-[3-(4-Fluoro-phenyl)-[1,2,4]oxadiazol-5-yl]-morpholine-4-carboxylic acid tert-butyl ester (0.325 g, 0.93 mmol) was dissolved in dichloromethane (3 mL) and 5 mL of HCl 4N (dioxane solution) were added dropwise. The resulting mixture was stirred at room temperature for 2 h. The solvent was evaporated under reduced pressure to afford 265 mg (yield: 100%) of 2-[3-(4-fluoro-phenyl)-[1,2,4]oxadiazol-5-yl]-morpholine hydrochloride as a white solid.